From a dataset of the Open Reaction Database (ORD), a public repository of structured organic reaction records. describe an organic reaction: reactants, conditions, products, and yield Starting materials: ClC1=CC(=C(N)C=C1)O (4-chloro-2-hydroxyaniline), CS(=O)(=O)C1=CC(=C(C=C1)F)Cl (3-Chloro-4-fluorophenyl methyl sulfone). Product: ClC1=CC(=C(C=C1)N)OC1=C(C=C(C=C1)S(=O)(=O)C)Cl (4-chloro-2-[2-chloro-4-(methylsulfonyl)phenoxy]-benzenamine). RXN SMILES: [Cl:1][C:2]1[CH:8]=[CH:7][C:5]([NH2:6])=[C:4]([OH:9])[CH:3]=1.[CH3:10][S:11]([C:14]1[CH:19]=[CH:18][C:17](F)=[C:16]([Cl:21])[CH:15]=1)(=[O:13])=[O:12]>>[Cl:1][C:2]1[CH:8]=[CH:7][C:5]([NH2:6])=[C:4]([O:9][C:17]2[CH:18]=[CH:19][C:14]([S:11]([CH3:10])(=[O:13])=[O:12])=[CH:15][C:16]=2[Cl:21])[CH:3]=1. Procedure: The subtitle compound was prepared by the method of example 3 step viii) using 4-chloro-2-hydroxyaniline and the product from example 3 step vii). Yield 3.0 g. Starting materials: [Cr](=O)(=O)([O-])Cl.[NH+]1=CC=CC=C1 (pyridinium chlorochromate), SiO2, C(C1=CC=CC=C1)OCC(CCC1=CC=CC=C1)O (1-benzyloxy-4-phenyl-butan-2-ol). Solvent: ClCCl (dichloromethane). Run at time 3 hour. The product is C(C1=CC=CC=C1)OCC(CCC1=CC=CC=C1)=O (1-Benzyloxy-4-phenyl-butan-2-one). The yield is 68.3%. Reaction SMILES: [CH2:1]([O:8][CH2:9][CH:10]([OH:19])[CH2:11][CH2:12][C:13]1[CH:18]=[CH:17][CH:16]=[CH:15][CH:14]=1)[C:2]1[CH:7]=[CH:6][CH:5]=[CH:4][CH:3]=1.[Cr](Cl)([O-])(=O)=O.[NH+]1C=CC=CC=1>ClCCl>[CH2:1]([O:8][CH2:9][C:10](=[O:19])[CH2:11][CH2:12][C:13]1[CH:18]=[CH:17][CH:16]=[CH:15][CH:14]=1)[C:2]1[CH:7]=[CH:6][CH:5]=[CH:4][CH:3]=1 |f:1.2|. Procedure details: To a solution of 1-benzyloxy-4-phenyl-butan-2-ol, (8.4 g, 32.8 mmol) in dichloromethane (400 mL) is added a mixture of pyridinium chlorochromate (14.1 g, 65.6 mmol) with SiO2 (14 g) and stirred for 3 h at room temperature. The mixture is filtered through a pad of SiO2 and concentrated to provide the title compound 5.7 g (68%) as a colorless liquid.